This data is from the Open Reaction Database (ORD), a public repository of structured organic reaction records. The task is: describe an organic reaction: reactants, conditions, products, and yield Reactants: C(=O)(OC(C)(C)C)N[C@@H](CC(=O)O)C(=O)O (N-Boc aspartic acid), C(Cl)Cl (methylene chloride), Cl.C(C)N=C=NCCCN(C)C (1-ethyl-3-(3-dimethylaminopropyl)carbodiimide hydrochloride), CC1=C(C(CCC1)(C)C)/C=C/C(=C/C=C/C(=C/CO)/C)/C (Retinol), N,N′-dimethylaminopyridine. The solvent is CN(C=O)C (dimethylformamide). Run at temperature 0 celsius, time 30 minute. Yields the product C\C(=C/COC([C@H](CC(=O)OC\C=C(\C=C\C=C(\C=C\C1=C(CCCC1(C)C)C)/C)/C)NC(=O)OC(C)(C)C)=O)\C=C\C=C(\C=C\C1=C(CCCC1(C)C)C)/C (Di[(2E,4E,6E,8E)-3,7-dimethyl-9-(2,6,6-trimethyl-1-cyclohexenyl)-2,4,6,8-nonatetraenyl](2S)-2-[(tert-butoxycarbonyl)amino]butanedioate). As a reaction SMILES: [C:1]([NH:8][C@H:9]([C:14]([OH:16])=[O:15])[CH2:10][C:11]([OH:13])=[O:12])([O:3][C:4]([CH3:7])([CH3:6])[CH3:5])=[O:2].C(Cl)Cl.Cl.C(N=C=N[CH2:26][CH2:27][CH2:28]N(C)C)C.[CH3:32][C:33]1[CH2:38][CH2:37][CH2:36][C:35]([CH3:40])([CH3:39])[C:34]=1/[CH:41]=[CH:42]/[C:43](/[CH3:52])=[CH:44]/[CH:45]=[CH:46]/[C:47](/[CH3:51])=[CH:48]/[CH2:49]O>CN(C)C=O>[CH3:51]/[C:47](/[CH:46]=[CH:45]/[CH:44]=[C:27](\[CH3:26])/[CH:28]=[CH:41]/[C:34]1[C:35]([CH3:39])([CH3:40])[CH2:36][CH2:37][CH2:38][C:33]=1[CH3:32])=[CH:48]\[CH2:49][O:15][C:14](=[O:16])[C@@H:9]([NH:8][C:1]([O:3][C:4]([CH3:7])([CH3:6])[CH3:5])=[O:2])[CH2:10][C:11]([O:13][CH2:49]/[CH:48]=[C:47](\[CH3:51])/[CH:46]=[CH:45]/[CH:44]=[C:43](\[CH3:52])/[CH:42]=[CH:41]/[C:34]1[C:35]([CH3:40])([CH3:39])[CH2:36][CH2:37][CH2:38][C:33]=1[CH3:32])=[O:12] |f:2.3|. Procedure: N-Boc aspartic acid (1.2 mg), methylene chloride 20 ml and minimum amount of dimethylformamide (DMF) were added to nitrogen filled, three mouth- round bottom flask and melted. The reaction mixture was cooled down into 0° C., 1-ethyl-3-(3-dimethylaminopropyl)carbodiimide hydrochloride [EDCI](1.36 g)were added slowly, and stirred for approximately 30 minutes. Retinol (0.51 g) was added into the reaction mixture, small amount of N,N′-dimethylaminopyridine (DMAP) were added immediately, and stirred ... Reactants: solution, [H-].[Al+3].[Li+].[H-].[H-].[H-] (lithium aluminum hydride), C1CCOC1 (THF), CC1=C(C(=CC=C1)C)C1=NC=2CCN(C(C2C(=C1)N1CC([C@H](CC1)OC)(C)C)=O)C1=C(C=CC(=C1)C(C)C)C ((S)-2-(2,6-dimethylphenyl)-6-(5-isopropyl-2-methylphenyl)-4-(4-methoxy-3,3-dimethylpiperidin-1-yl)-7,8-dihydro-1,6-naphthyridin-5(6H)-one). Run at temperature 55 celsius. The product is CC1=C(C(=CC=C1)C)C1=NC=2CCN(CC2C(=C1)N1CC([C@H](CC1)OC)(C)C)C1=C(C=CC(=C1)C(C)C)C ((S)-2-(2,6-dimethylphenyl)-6-(5-isopropyl-2-methylphenyl)-4-(4-methoxy-3,3-dimethylpiperidin-1-yl)-5,6,7,8-tetrahydro-1,6-naphthyridine). Reaction SMILES: [H-].[Al+3].[Li+].[H-].[H-].[H-].C1COCC1.[CH3:12][C:13]1[CH:18]=[CH:17][CH:16]=[C:15]([CH3:19])[C:14]=1[C:20]1[CH:29]=[C:28]([N:30]2[CH2:35][CH2:34][C@H:33]([O:36][CH3:37])[C:32]([CH3:39])([CH3:38])[CH2:31]2)[C:27]2[C:26](=O)[N:25]([C:41]3[CH:46]=[C:45]([CH:47]([CH3:49])[CH3:48])[CH:44]=[CH:43][C:42]=3[CH3:50])[CH2:24][CH2:23][C:22]=2[N:21]=1>>[CH3:12][C:13]1[CH:18]=[CH:17][CH:16]=[C:15]([CH3:19])[C:14]=1[C:20]1[CH:29]=[C:28]([N:30]2[CH2:35][CH2:34][C@H:33]([O:36][CH3:37])[C:32]([CH3:39])([CH3:38])[CH2:31]2)[C:27]2[CH2:26][N:25]([C:41]3[CH:46]=[C:45]([CH:47]([CH3:48])[CH3:49])[CH:44]=[CH:43][C:42]=3[CH3:50])[CH2:24][CH2:23][C:22]=2[N:21]=1 |f:0.1.2.3.4.5|. Procedure details: A 1.0 M solution of lithium aluminum hydride in THF (23.0 mL, 3.00 mmol) was added to a vessel containing (S)-2-(2,6-dimethylphenyl)-6-(5-isopropyl-2-methylphenyl)-4-(4-methoxy-3,3-dimethylpiperidin-1-yl)-7,8-dihydro-1,6-naphthyridin-5(6H)-one (63 mg, 0.120 mmol). The reaction flask was then capped and the pink reaction mixture was heated to 55° C. and stirred at that temperature. After 1.5 h the oil bath was removed, the reaction mixture was diluted with 6 mL of THF, and the reaction flask cool... Reactants: C(#N)C=1C=C2C[C@@H](CNC2=CC1)NC([C@H](C1=CC=CC=C1)O)=O ((S)—N—((S)-6-Cyano-1,2,3,4-tetrahydroquinolin-3-yl)-2-hydroxy-2-phenylacetamide), S(O)(O)(=O)=O (sulfuric acid). Solvent: CCO (EtOH). The product is N[C@@H]1CNC2=CC=C(C=C2C1)C#N ((S)-3-Amino-1,2,3,4-tetrahydroquinoline-6-carbonitrile). Yield: 72.8%. RXN SMILES: [C:1]([C:3]1[CH:4]=[C:5]2[C:10](=[CH:11][CH:12]=1)[NH:9][CH2:8][C@@H:7]([NH:13]C(=O)[C@@H](O)C1C=CC=CC=1)[CH2:6]2)#[N:2].S(=O)(=O)(O)O>CCO>[NH2:13][C@H:7]1[CH2:6][C:5]2[C:10](=[CH:11][CH:12]=[C:3]([C:1]#[N:2])[CH:4]=2)[NH:9][CH2:8]1. Reported procedure: To a solution of 1E (2.5 g, 8.14 mmol) in EtOH (25 mL) was added 15% aqueous sulfuric acid (25 mL). The resulting mixture was refluxed overnight, then cooled to RT. After removal of most of the EtOH, the mixture was diluted with water (200 mL), extracted with CH2Cl2 (3×50 mL). The aqueous layer was basified with 4N NaOH to pH=10, then extracted with CH2Cl2 (3×50 mL). The combined organics were washed with brine, dried (Na2SO4) and concentrated. The residue was crystallized from EtOAc/hexane to a...